describe an organic reaction: reactants, conditions, products, and yield From a dataset of the Open Reaction Database (ORD), a public repository of structured organic reaction records. The reactants are COC(=O)C1=CC2=CCC3C(CCC4(C)C(C(=O)CCc5ccccc5)CCC34)C2(C)CC1, CO, [K+], [K+], O=C([O-])[O-], O. The product is CC12CCC(C(=O)O)=CC1=CCC1C2CCC2(C)C(C(=O)CCc3ccccc3)CCC12. Reaction SMILES: [CH2:1]([CH2:2][c:3]1[cH:4][cH:5][cH:6][cH:7][cH:8]1)[C:9](=[O:10])[CH:11]1[C:12]2([CH3:13])[CH:14]([CH2:15][CH2:16]1)[CH:17]1[CH2:18][CH:19]=[C:20]3[CH:21]=[C:22]([C:30](=[O:31])[O:32][CH3:33])[CH2:23][CH2:24][C:25]3([CH3:26])[CH:27]1[CH2:28][CH2:29]2.[CH3:41][OH:42].[K+:34].[K+:35].[O-:36][C:37]([O-:38])=[O:39].[OH2:40]>>[CH2:1]([CH2:2][c:3]1[cH:4][cH:5][cH:6][cH:7][cH:8]1)[C:9](=[O:10])[CH:11]1[C:12]2([CH3:13])[CH:14]([CH2:15][CH2:16]1)[CH:17]1[CH2:18][CH:19]=[C:20]3[CH:21]=[C:22]([C:30](=[O:31])[OH:32])[CH2:23][CH2:24][C:25]3([CH3:26])[CH:27]1[CH2:28][CH2:29]2. The reactants are COC(=O)CCN, CN1CC(C(=O)N(C)Cc2ccc(Cl)c(Cl)c2)=C(O)C1=O. Product: COC(=O)CCN1CC(C(=O)N(C)Cc2ccc(Cl)c(Cl)c2)=C(O)C1=O. As a reaction SMILES: [CH3:1][O:2][C:3]([CH2:4][CH2:5][NH2:6])=[O:7].[Cl:8][c:9]1[cH:10][c:11]([CH2:12][N:13]([C:14](=[O:15])[C:16]2=[C:20]([OH:21])[C:19](=[O:22])[N:18]([CH3:23])[CH2:17]2)[CH3:24])[cH:25][cH:26][c:27]1[Cl:28]>>[CH3:1][O:2][C:3]([CH2:4][CH2:5][N:6]1[CH2:17][C:16]([C:14]([N:13]([CH2:12][c:11]2[cH:10][c:9]([Cl:8])[c:27]([Cl:28])[cH:26][cH:25]2)[CH3:24])=[O:15])=[C:20]([OH:21])[C:19]1=[O:22])=[O:7].